From a dataset of the Open Reaction Database (ORD), a public repository of structured organic reaction records. describe an organic reaction: reactants, conditions, products, and yield Reactants: C(#N)C1=CC=C(C=C1)N=NC1=CC=C(OCC(=O)OCC)C=C1 (ethyl 2-[4(4-cyanophenylazo)phenoxy]-ethanoate), Cl (HCl), [OH-].[Na+] (NaOH). Solvent: CN(C=O)C (dimethylformamide), O (water). Reaction conditions: temperature 90 celsius, time 0.5 hour. The product is C(#N)C1=CC=C(C=C1)N=NC1=CC=C(OCC(=O)O)C=C1 (2-[4-(4-cyanophenylazo)phenoxy]-ethanoic acid). Isolated yield 69.3%. RXN SMILES: [C:1]([C:3]1[CH:8]=[CH:7][C:6]([N:9]=[N:10][C:11]2[CH:23]=[CH:22][C:14]([O:15][CH2:16][C:17]([O:19]CC)=[O:18])=[CH:13][CH:12]=2)=[CH:5][CH:4]=1)#[N:2].[OH-].[Na+].Cl>CN(C)C=O.O>[C:1]([C:3]1[CH:4]=[CH:5][C:6]([N:9]=[N:10][C:11]2[CH:23]=[CH:22][C:14]([O:15][CH2:16][C:17]([OH:19])=[O:18])=[CH:13][CH:12]=2)=[CH:7][CH:8]=1)#[N:2] |f:1.2|. Procedure details: 1.95 g (0.006 mol) of ethyl 2-[4(4-cyanophenylazo)phenoxy]-ethanoate was dissolved in a mixture of 100 mL of dimethylformamide and 20 mL of water in a 250 mL one-neck round flask fitted with a magnetic stirring bar and a reflux condenser by heating to 90° C. while stirring on an oil bath. 1.3 g (0.033 mol) of NaOH was added. Stirring and heating were continued for ½ h. After cooling on an ice-water bath 6 mL of 6 N HCl was added. The precipitated crude product was recovered by filtration. The pr...